From a dataset of the Open Reaction Database (ORD), a public repository of structured organic reaction records. describe an organic reaction: reactants, conditions, products, and yield Reactants: BrC1=C(C=CC=C1)O (2-Bromophenol), N1=CC(=CC=C1)B(O)O (3-pyridyl-boronic acid), N1=CC=CC=C1 (pyridine), ClCCl (dichloromethane). Reagents/catalysts: C(C)(=O)[O-].[Cu+2].C(C)(=O)[O-] (copper acetate). Run in O (water). Reaction conditions: time 48 hour. Product: BrC1=C(OC=2C=NC=CC2)C=CC=C1 (3-(2-bromo-phenoxy)-pyridine). Yield: 5.9%. Reaction SMILES: [Br:1][C:2]1[CH:7]=[CH:6][CH:5]=[CH:4][C:3]=1[OH:8].[N:9]1[CH:14]=[CH:13][CH:12]=[C:11](B(O)O)[CH:10]=1.N1C=CC=CC=1.ClCCl>O.C([O-])(=O)C.[Cu+2].C([O-])(=O)C>[Br:1][C:2]1[CH:7]=[CH:6][CH:5]=[CH:4][C:3]=1[O:8][C:11]1[CH:10]=[N:9][CH:14]=[CH:13][CH:12]=1 |f:5.6.7|. Procedure: 2-Bromophenol (355 mg, 2.05 mmol), 3-pyridyl-boronic acid (500 mg, 4.1 mmol), copper acetate (745 mg, 4.1 mmol) and pyridine (3.3 mL, 41 mmol) were added to dichloromethane (41 mL) and stirred for about 48 hours under air. The reaction was diluted with water (50 mL) and the layers separated. The organic layer was washed with 5N NaOH. The organic layer was concentrated, and chromatographed on silica gel (MeOH/dichloromethane) to yield 3-(2-bromo-phenoxy)-pyridine (30 mg, 6%) as a yellow oil. MS f... Reactants: CCOC(C)=O, CNC, CCOCC, Cc1ccc(I)c(CC(=O)Cl)c1. The product is Cc1ccc(I)c(CC(=O)N(C)C)c1. Reaction SMILES: [CH3:16][CH2:17][O:18][C:19]([CH3:20])=[O:21].[CH3:1][NH:2][CH3:3].[CH3:22][CH2:23][O:24][CH2:25][CH3:26].[CH3:4][c:5]1[cH:6][cH:7][c:8]([I:15])[c:9]([CH2:11][C:12](=[O:13])[Cl:14])[cH:10]1>>[CH3:1][N:2]([CH3:3])[C:12]([CH2:11][c:9]1[c:8]([I:15])[cH:7][cH:6][c:5]([CH3:4])[cH:10]1)=[O:13]. Starting materials: CC(C)(C)[Si](C)(C)Cl, C#CC(O)C(C)CCC, CCOC(C)=O, [Cl-], [NH4+], CN(C)C=O, c1c[nH]cn1. Yields the product C#CC(O[Si](C)(C)C(C)(C)C)C(C)CCC. Reaction SMILES: [C:15]([CH3:16])([CH3:17])([CH3:18])[Si:19]([CH3:20])([CH3:21])[Cl:22].[CH3:1][CH:2]([CH:3]([C:4]#[CH:5])[OH:6])[CH2:7][CH2:8][CH3:9].[CH3:30][CH2:31][O:32][C:33]([CH3:34])=[O:35].[Cl-:23].[NH4+:24].[O:25]=[CH:26][N:27]([CH3:28])[CH3:29].[nH:10]1[cH:11][cH:12][n:13][cH:14]1>>[CH3:1][CH:2]([CH:3]([C:4]#[CH:5])[O:6][Si:19]([C:15]([CH3:16])([CH3:17])[CH3:18])([CH3:20])[CH3:21])[CH2:7][CH2:8][CH3:9]. The reactants are BrCCCCCCN1N=C(C(=C1C1=CC=CC=C1)C1=CC=CC=C1)C1=CC=CC=C1 (1-(6-bromohexyl)-3,4,5-triphenyl-lH-pyrazole), SCC(=O)OC (methyl mercaptoacetate), C([O-])([O-])=O.[K+].[K+] (potassium carbonate), [I-].[K+] (potassium iodide). Run in CCCCCC (hexane), C(C)(=O)OCC (ethyl acetate), C(C)#N (acetonitrile). Product: C1(=CC=CC=C1)C1=NN(C(=C1C1=CC=CC=C1)C1=CC=CC=C1)CCCCCCSCC(=O)OC (methyl [[6-(3,4,5-triphenyl-lH-pyrazol-1-yl)hexyl]thio]acetate). Yield: 95.4%. As a reaction SMILES: Br[CH2:2][CH2:3][CH2:4][CH2:5][CH2:6][CH2:7][N:8]1[C:12]([C:13]2[CH:18]=[CH:17][CH:16]=[CH:15][CH:14]=2)=[C:11]([C:19]2[CH:24]=[CH:23][CH:22]=[CH:21][CH:20]=2)[C:10]([C:25]2[CH:30]=[CH:29][CH:28]=[CH:27][CH:26]=2)=[N:9]1.[SH:31][CH2:32][C:33]([O:35][CH3:36])=[O:34].C(=O)([O-])[O-].[K+].[K+].[I-].[K+]>CCCCCC.C(OCC)(=O)C.C(#N)C>[C:25]1([C:10]2[C:11]([C:19]3[CH:24]=[CH:23][CH:22]=[CH:21][CH:20]=3)=[C:12]([C:13]3[CH:14]=[CH:15][CH:16]=[CH:17][CH:18]=3)[N:8]([CH2:7][CH2:6][CH2:5][CH2:4][CH2:3][CH2:2][S:31][CH2:32][C:33]([O:35][CH3:36])=[O:34])[N:9]=2)[CH:30]=[CH:29][CH:28]=[CH:27][CH:26]=1 |f:2.3.4,5.6|. Procedure: A mixture of 1-(6-bromohexyl)-3,4,5-triphenyl-lH-pyrazole (6.53 g, 14 mmol), methyl mercaptoacetate (1.66 g, 15 mmol), potassium carbonate (2.26 g, 16.5 mmol), potassium iodide (catalytic amount) and acetonitrile (150 mL) was heated at reflux for 4 hours. The mixture was cooled, filtered and concentrated in vacuo to give an oil. Chromatography on a column of silica gel using a mixture of hexane and ethyl acetate (4:1) as eluent furnished methyl [[6-(3,4,5-triphenyl-lH-pyrazol-1-yl)hexyl]thio]ace... Reactants: CC(=O)O, COc1ccc2c(c1)C(=O)OC2=O, CNC(=O)C(CC(C)C)NC(=O)C(CC(C)C)CP(=O)(CN)OC. Product: CNC(=O)C(CC(C)C)NC(=O)C(CC(C)C)CP(=O)(CN1C(=O)c2ccc(OC)cc2C1=O)OC. Reaction SMILES: [C:1]([OH:2])(=[O:3])[CH3:4].[CH3:29][O:30][c:31]1[cH:32][c:33]2[c:34]([cH:40][cH:41]1)[C:35](=[O:36])[O:37][C:38]2=[O:39].[CH3:5][O:6][P:7](=[O:8])([CH2:9][CH:10]([CH2:11][CH:12]([CH3:13])[CH3:14])[C:15]([NH:16][CH:17]([CH2:18][CH:19]([CH3:20])[CH3:21])[C:22]([NH:23][CH3:24])=[O:25])=[O:26])[CH2:27][NH2:28]>>[CH3:5][O:6][P:7](=[O:8])([CH2:9][CH:10]([CH2:11][CH:12]([CH3:13])[CH3:14])[C:15]([NH:16][CH:17]([CH2:18][CH:19]([CH3:20])[CH3:21])[C:22]([NH:23][CH3:24])=[O:25])=[O:26])[CH2:27][N:28]1[C:35](=[O:36])[c:34]2[c:33]([cH:32][c:31]([O:30][CH3:29])[cH:41][cH:40]2)[C:38]1=[O:37]. Reactants: ClC1=CC=CC2=C1C(N(CC=1N2C=NC1C1=NOC(=N1)CCl)C)=O (7-chloro-3-(5-chloromethyl-1,2,4-oxadiazol-3-yl)-5-methyl-5,6-dihydro-4H-imidazo[1,5-a][1,4]benzodiazepin-6-one), C(CCC)NCCCC (dibutylamine). The solvent is CN(C=O)C (N,N-dimethylformamide). Product: ClC1=CC=CC2=C1C(N(CC=1N2C=NC1C1=NOC(=N1)CN(CCCC)CCCC)C)=O (7-chloro-3-(5-dibutylaminomethyl-1,2,4-oxadiazol-3-yl)-5-methyl-5,6-dihydro-4H-imidazo[1,5-a][1,4]benzodiazepin-6-one). Yield: 61.2%. RXN SMILES: [Cl:1][C:2]1[C:7]2[C:8](=[O:24])[N:9]([CH3:23])[CH2:10][C:11]3[N:12]([CH:13]=[N:14][C:15]=3[C:16]3[N:20]=[C:19]([CH2:21]Cl)[O:18][N:17]=3)[C:6]=2[CH:5]=[CH:4][CH:3]=1.[CH2:25]([NH:29][CH2:30][CH2:31][CH2:32][CH3:33])[CH2:26][CH2:27][CH3:28]>CN(C)C=O>[Cl:1][C:2]1[C:7]2[C:8](=[O:24])[N:9]([CH3:23])[CH2:10][C:11]3[N:12]([CH:13]=[N:14][C:15]=3[C:16]3[N:20]=[C:19]([CH2:21][N:29]([CH2:30][CH2:31][CH2:32][CH3:33])[CH2:25][CH2:26][CH2:27][CH3:28])[O:18][N:17]=3)[C:6]=2[CH:5]=[CH:4][CH:3]=1. Procedure: 1.6 g (4.4 mmol) of 7-chloro-3-(5-chloromethyl-1,2,4-oxadiazol-3-yl)-5-methyl-5,6-dihydro-4H-imidazo[1,5-a][1,4]benzodiazepin-6-one were stirred at room temperature for 48 hours with 3.6 ml (21 mmol) of dibutylamine and 10 ml of N,N-dimethylformamide. By evaporation of the reaction mixture and chromatography of the residue on silica gel while eluting with ethyl acetate there was obtained 1.23 g (61%) of 7-chloro-3-(5-dibutylaminomethyl-1,2,4-oxadiazol-3-yl)-5-methyl-5,6-dihydro-4H-imidazo[1,5-a]... Reactants: COC(=O)C(Cc1ccc2c(c1)OCO2)SCC(=O)O, O=C(Cl)C(=O)Cl, C1CCOC1, CN(C)C=O. Product: COC(=O)C1Cc2cc3c(cc2C(=O)CS1)OCO3. Reaction SMILES: [C:12](=[O:13])([OH:14])[CH2:15][S:16][CH:17]([C:18](=[O:19])[O:20][CH3:21])[CH2:22][c:23]1[cH:24][c:25]2[c:26]([cH:27][cH:28]1)[O:29][CH2:30][O:31]2.[Cl:1][C:2]([C:3]([Cl:4])=[O:5])=[O:6].[O:32]1[CH2:33][CH2:34][CH2:35][CH2:36]1.[O:7]=[CH:8][N:9]([CH3:10])[CH3:11]>>[C:12]1(=[O:13])[CH2:15][S:16][CH:17]([C:18](=[O:19])[O:20][CH3:21])[CH2:22][c:23]2[cH:24][c:25]3[c:26]([cH:27][c:28]21)[O:29][CH2:30][O:31]3. Starting materials: CCN=C=NCCCN(C)C.Cl (EDCl), N(C(C)(C)C(=O)O)C(=O)OC(C)(C)C (Boc-Aib-OH), N[C@@H](CC1=CC=CC=C1)C(=O)NC1=CC=CC=C1 (H-Phe-NHPh). Solvent: C1CCOC1 (THF). Reaction conditions: time 6 hour. Yields the product N(C(C)(C)C(=O)N[C@@H](CC1=CC=CC=C1)C(=O)NC1=CC=CC=C1)C(=O)OC(C)(C)C (Boc-Aib-Phe-NHPh). Yield: 92.6%. Reaction SMILES: CCN=C=NCCCN(C)C.Cl.[NH:13]([C:20]([O:22][C:23]([CH3:26])([CH3:25])[CH3:24])=[O:21])[C:14]([C:17]([OH:19])=O)([CH3:16])[CH3:15].[NH2:27][C@H:28]([C:36]([NH:38][C:39]1[CH:44]=[CH:43][CH:42]=[CH:41][CH:40]=1)=[O:37])[CH2:29][C:30]1[CH:35]=[CH:34][CH:33]=[CH:32][CH:31]=1>C1COCC1>[NH:13]([C:20]([O:22][C:23]([CH3:26])([CH3:25])[CH3:24])=[O:21])[C:14]([C:17]([NH:27][C@H:28]([C:36]([NH:38][C:39]1[CH:44]=[CH:43][CH:42]=[CH:41][CH:40]=1)=[O:37])[CH2:29][C:30]1[CH:35]=[CH:34][CH:33]=[CH:32][CH:31]=1)=[O:19])([CH3:15])[CH3:16] |f:0.1|. Procedure details: 4.04 g (22.1 mmol) of EDCl was added to 60 ml of THF solution of 2.99 g (14.7 mmol) of Boc-Aib-OH (manufactured by Sigma-Aldrich Corporation), and 3.53 g (14.7 mmol) of H-Phe-NHPh obtained in Synthesis Example 6-2, followed by stirring for 6 hours at room temperature. After a reaction mixture was concentrated under reduced pressure, the concentrate was extracted by adding water and ethyl acetate. After an organic layer was washed sequentially with a diluted hydrochloric acid, an aqueous solution... Reactants: ClC=1C=C(C=C(C1CN1C(C(CC1)C1CCCCC1)=O)Cl)OS(=O)(=O)C(F)(F)F (trifluoro-methanesulfonic acid 3,5-dichloro-4-(3-cyclohexyl-2-oxo-pyrrolidin-1-ylmethyl)-phenyl ester), COC(=O)C1=CC=C(C=C1)B(O)O (4-methoxycarbonylphenylboronic acid), C([O-])([O-])=O.[Na+].[Na+] (sodium carbonate). The reagents and catalysts are C=1C=CC(=CC1)[P](C=2C=CC=CC2)(C=3C=CC=CC3)[Pd]([P](C=4C=CC=CC4)(C=5C=CC=CC5)C=6C=CC=CC6)([P](C=7C=CC=CC7)(C=8C=CC=CC8)C=9C=CC=CC9)[P](C=1C=CC=CC1)(C=1C=CC=CC1)C=1C=CC=CC1 (Pd(PPh3)4). The solvent is C1CCOC1 (THF), O (water), C(C)(=O)OCC (ethyl acetate). Conditions: temperature 80 celsius, time 3 hour. The product is COC(=O)C1=CC=C(C=C1)C1=CC(=C(C(=C1)Cl)CN1C(C(CC1)C1CCCCC1)=O)Cl (3′,5′-Dichloro-4′-(3-cyclohexyl-2-oxo-pyrrolidin-1-ylmethyl)-biphenyl-4-carboxylic acid methyl ester). Isolated yield 79.7%. RXN SMILES: [Cl:1][C:2]1[CH:3]=[C:4](OS(C(F)(F)F)(=O)=O)[CH:5]=[C:6]([Cl:21])[C:7]=1[CH2:8][N:9]1[CH2:13][CH2:12][CH:11]([CH:14]2[CH2:19][CH2:18][CH2:17][CH2:16][CH2:15]2)[C:10]1=[O:20].[CH3:30][O:31][C:32]([C:34]1[CH:39]=[CH:38][C:37](B(O)O)=[CH:36][CH:35]=1)=[O:33].C(=O)([O-])[O-].[Na+].[Na+]>C1COCC1.O.C(OCC)(=O)C.C1C=CC([P]([Pd]([P](C2C=CC=CC=2)(C2C=CC=CC=2)C2C=CC=CC=2)([P](C2C=CC=CC=2)(C2C=CC=CC=2)C2C=CC=CC=2)[P](C2C=CC=CC=2)(C2C=CC=CC=2)C2C=CC=CC=2)(C2C=CC=CC=2)C2C=CC=CC=2)=CC=1>[CH3:30][O:31][C:32]([C:34]1[CH:39]=[CH:38][C:37]([C:4]2[CH:3]=[C:2]([Cl:1])[C:7]([CH2:8][N:9]3[CH2:13][CH2:12][CH:11]([CH:14]4[CH2:19][CH2:18][CH2:17][CH2:16][CH2:15]4)[C:10]3=[O:20])=[C:6]([Cl:21])[CH:5]=2)=[CH:36][CH:35]=1)=[O:33] |f:2.3.4,^1:64,66,85,104|. Procedure details: Bring a mixture of trifluoro-methanesulfonic acid 3,5-dichloro-4-(3-cyclohexyl-2-oxo-pyrrolidin-1-ylmethyl)-phenyl ester (0.80 g, 1.69 mmol), 4-methoxycarbonylphenylboronic acid (0.457 g, 2.53 mmol), sodium carbonate (0.538 g, 5.07 mmol) in THF (20 mL) and water (5 mL) to 60° C. To the mixture at 60° C., add Pd(PPh3)4 (0.098 g, 0.084 mmol), raise the reaction temperature to 80° C., and stir for 3 hours. Cool the reaction, dilute with ethyl acetate, and wash with water and brine. Dry the organic ... Starting materials: Example 26, C(=O)(O)[O-].[Na+] (NaHCO3), Cl.Cl.N1C=NC(=C1)CN1CCN(CC2=C1C=C(C=C2)NC(C)=O)C(=O)C2=CC=CC1=CC=CC=C21 (N-[2,3,4,5-Tetrahydro-1-(1H-imidazol-4-ylmethyl)-4-(1-naphthalenylcarbonyl)-1H-1,4-benzodiazepin-8-yl]acetamide, dihydrochloride), TiCl3, Cl.Cl.N1C=NC(=C1)CN1CCN(CC2=C1C=C(C=C2)[N+](=O)[O-])C(=O)C2=CC=CC1=CC=CC=C21 (2,3,4,5-Tetrahydro-1-(1H-imidazol-4-ylmethyl)-4-(1-naphthalenylcarbonyl)-8-nitro-1H-1,4-benzodiazepine, dihydrochloride), [OH-].[Na+] (NaOH), Cl (HCl). Solvent: CC(=O)O.O (AcOH H2O), CCOCC (ether). Conditions: time 15 minute. The product is Cl.Cl.N1C=NC(=C1)CN1CCN(CC2=C1C=C(C=C2)N)C(=O)C2=CC=CC1=CC=CC=C21 (2,3,4,5-Tetrahydro-1-(1H-imidazol-4-ylmethyl)-4-(1-naphthalenylcarbonyl)-8-amino-1H-1,4-benzodiazepine, dihydrochloride). Reaction SMILES: [ClH:1].Cl.[NH:3]1[CH:7]=[C:6]([CH2:8][N:9]2[C:15]3[CH:16]=[C:17]([N+:20]([O-])=O)[CH:18]=[CH:19][C:14]=3[CH2:13][N:12]([C:23]([C:25]3[C:34]4[C:29](=[CH:30][CH:31]=[CH:32][CH:33]=4)[CH:28]=[CH:27][CH:26]=3)=[O:24])[CH2:11][CH2:10]2)[N:5]=[CH:4]1.[OH-].[Na+].C([O-])(O)=O.[Na+].Cl.Cl.Cl.N1C=C(CN2C3C=C(NC(=O)C)C=CC=3CN(C(C3C4C(=CC=CC=4)C=CC=3)=O)CC2)N=C1>CC(O)=O.O.CCOCC>[ClH:1].[ClH:1].[NH:3]1[CH:7]=[C:6]([CH2:8][N:9]2[C:15]3[CH:16]=[C:17]([NH2:20])[CH:18]=[CH:19][C:14]=3[CH2:13][N:12]([C:23]([C:25]3[C:34]4[C:29](=[CH:30][CH:31]=[CH:32][CH:33]=4)[CH:28]=[CH:27][CH:26]=3)=[O:24])[CH2:11][CH2:10]2)[N:5]=[CH:4]1 |f:0.1.2,3.4,5.6,8.9.10,11.12,14.15.16|. Procedure details: 16% aqueous TiCl3 (2 mL) was added to a solution of Example 25 (0.10 g, 0.23 mmol) in AcOH/H2O (2 mL, 1:1). After stirring for 15 min, the reaction was made basic with 1N NaOH and NaHCO3 and stirred for 30 min. The layers were separated and the aqueous layer was reextracted with CHCl3 /CH3OH (9/1). The combined organic layers were dried over MgSO4, filtered and concentrated to afford 0.92 g. (73%) of Example 26. A 20 mg. sample of this material was treated with 1M HCl in ether (2 mL). A light ye...